Dataset: the Open Reaction Database (ORD), a public repository of structured organic reaction records. Task: describe an organic reaction: reactants, conditions, products, and yield Run in C1(=CC=CC=C1)C (toluene). As a reaction SMILES: [C:1]([NH:4][C:5]1[C:10]([NH:11][CH2:12][C:13]2[CH:18]=[CH:17][C:16]([S:19][C:20]3[CH:25]=[CH:24][C:23]([CH3:26])=[CH:22][CH:21]=3)=[CH:15][CH:14]=2)=[CH:9][CH:8]=[CH:7][C:6]=1[Cl:27])(=O)[CH3:2].C1(C)C=CC(S(O)(=O)=O)=CC=1>C1(C)C=CC=CC=1>[Cl:27][C:6]1[C:5]2[N:4]=[C:1]([CH3:2])[N:11]([CH2:12][C:13]3[CH:18]=[CH:17][C:16]([S:19][C:20]4[CH:25]=[CH:24][C:23]([CH3:26])=[CH:22][CH:21]=4)=[CH:15][CH:14]=3)[C:10]=2[CH:9]=[CH:8][CH:7]=1. Procedure details: A mixture of 2-acetamido-1-chloro-3-[4-(4-methylthiophenoxy)benzylamino]benzene (0.413 g), p-toluenesulfonic acid (0.040 g) and toluene (150 ml) was heated under reflux while removing the by-produced water therefrom through a Dean-Stark trap. After the by-production of water ceased, the reaction mixture was cooled to room temperature, washed with a saturated sodium carbonate solution and water and distilled under reduced pressure to remove toluene. The residue was purified by silica gel column c... Yield: 95.1%. Reactants: C(C)(=O)NC1=C(C=CC=C1NCC1=CC=C(C=C1)SC1=CC=C(C=C1)C)Cl (2-acetamido-1-chloro-3-[4-(4-methylthiophenoxy)benzylamino]benzene), C1(=CC=C(C=C1)S(=O)(=O)O)C (p-toluenesulfonic acid). Product: ClC1=CC=CC=2N(C(=NC21)C)CC2=CC=C(C=C2)SC2=CC=C(C=C2)C (4-chloro-2-methyl-1-[4-(4-methylthiophenoxy)benzyl]benzimidazole). Reactants: Cl.CN(C1=CC=C(C=C1)[C@H]1[C@@H](CNCC1)COC1=CC=C(C=C1)C(F)(F)F)C ((+-) trans 4-(4-dimethylaminophenyl)-3-(4-trifluoromethylphenoxymethyl) piperidine, hydrochloride), CC(CCBr)C (3-methyl-1-bromobutane), C(=O)([O-])[O-].[K+].[K+] (K2CO3). Yields the product Cl.CN(C1=CC=C(C=C1)[C@H]1[C@@H](CN(CC1)CCC(C)C)COC1=CC=C(C=C1)C(F)(F)F)C ((+-) trans 4-(4-dimethylaminophenyl)-1-(3-methylbutyl)-3-(4-trifluoromethylphenoxymethyl)piperidine, hydrochloride). Reaction SMILES: [ClH:1].[CH3:2][N:3]([CH3:28])[C:4]1[CH:9]=[CH:8][C:7]([C@@H:10]2[CH2:15][CH2:14][NH:13][CH2:12][C@H:11]2[CH2:16][O:17][C:18]2[CH:23]=[CH:22][C:21]([C:24]([F:27])([F:26])[F:25])=[CH:20][CH:19]=2)=[CH:6][CH:5]=1.[CH3:29][CH:30]([CH3:34])[CH2:31][CH2:32]Br.C([O-])([O-])=O.[K+].[K+]>>[ClH:1].[CH3:2][N:3]([CH3:28])[C:4]1[CH:9]=[CH:8][C:7]([C@@H:10]2[CH2:15][CH2:14][N:13]([CH2:32][CH2:31][CH:30]([CH3:34])[CH3:29])[CH2:12][C@H:11]2[CH2:16][O:17][C:18]2[CH:19]=[CH:20][C:21]([C:24]([F:27])([F:25])[F:26])=[CH:22][CH:23]=2)=[CH:6][CH:5]=1 |f:0.1,3.4.5,6.7|. Procedure details: Prepared from (41) (0.5 g), 3-methyl-1-bromobutane (0.4 g) and K2CO3 (0.5 g). Reflux for 8 h. Purification on silica gel. Yield of (69) 51%. M.p. 223.9°-225.1° C. Starting materials: FC(F)(F)CCBr, O=C([O-])[O-], [K+], [K+], O=C1CN(Cc2ccc(-c3cccc(CN4CCCCC4)n3)cc2)C(=O)N1, CN(C)C=O. Product: O=C1CN(Cc2ccc(-c3cccc(CN4CCCCC4)n3)cc2)C(=O)N1CCC(F)(F)F. As a reaction SMILES: [Br:34][CH2:35][CH2:36][C:37]([F:38])([F:39])[F:40].[C:28](=[O:29])([O-:30])[O-:31].[K+:32].[K+:33].[N:1]1([CH2:7][c:8]2[cH:9][cH:10][cH:11][c:12](-[c:14]3[cH:15][cH:16][c:17]([CH2:18][N:19]4[C:20](=[O:25])[NH:21][C:22](=[O:24])[CH2:23]4)[cH:26][cH:27]3)[n:13]2)[CH2:2][CH2:3][CH2:4][CH2:5][CH2:6]1.[O:41]=[CH:42][N:43]([CH3:44])[CH3:45]>>[N:1]1([CH2:7][c:8]2[cH:9][cH:10][cH:11][c:12](-[c:14]3[cH:15][cH:16][c:17]([CH2:18][N:19]4[C:20](=[O:25])[N:21]([CH2:35][CH2:36][C:37]([F:38])([F:39])[F:40])[C:22](=[O:24])[CH2:23]4)[cH:26][cH:27]3)[n:13]2)[CH2:2][CH2:3][CH2:4][CH2:5][CH2:6]1. The reactants are C1CCOC1, COc1ccc(B(O)O)cn1, O=C(OCc1ccccc1)N1C=C(OS(=O)(=O)C(F)(F)F)CC1, [K+], [K+], [Na+], O=C([O-])[O-], O=C([O-])O, O. Yields the product COc1ccc(C2=CN(C(=O)OCc3ccccc3)CC2)cn1. As a reaction SMILES: [CH2:46]1[O:47][CH2:48][CH2:49][CH2:50]1.[CH3:30][O:31][c:32]1[cH:33][cH:34][c:35]([B:38]([OH:39])[OH:40])[cH:36][n:37]1.[F:1][C:2]([F:3])([F:4])[S:5]([O:6][C:7]1=[CH:11][N:10]([C:12](=[O:13])[O:14][CH2:15][c:16]2[cH:17][cH:18][cH:19][cH:20][cH:21]2)[CH2:9][CH2:8]1)(=[O:22])=[O:23].[K+:24].[K+:25].[Na+:45].[O-:26][C:27]([O-:28])=[O:29].[O-:41][C:42]([OH:43])=[O:44].[OH2:51]>>[C:7]1([c:35]2[cH:34][cH:33][c:32]([O:31][CH3:30])[n:37][cH:36]2)=[CH:11][N:10]([C:12](=[O:13])[O:14][CH2:15][c:16]2[cH:17][cH:18][cH:19][cH:20][cH:21]2)[CH2:9][CH2:8]1. Reactants: C1(=CC=CC=C1)[C@H](C)NC1=NC=CC(=N1)N1C=NC2=C1C=CC(=C2)N (2-[(S)-1-phenylethylamino]-4-[5-aminobenzimidazol-1-yl]pyrimidine), C(OCC)(OCC)OCC (triethyl orthoformate), [N-]=[N+]=[N-].[Na+] (NaN3). The solvent is C(C)(=O)O (acetic acid). Run at temperature 75 celsius, time 2 hour. The product is C1(=CC=CC=C1)[C@H](C)NC1=NC=CC(=N1)N1C=NC2=C1C=CC(=C2)N2N=NN=C2 (2-[(S)-1-Phenylethylamino]-4-[5-(tetrazol-1-yl)-benzimidazol-1-yl]pyrimidine). As a reaction SMILES: [C:1]1([C@@H:7]([NH:9][C:10]2[N:15]=[C:14]([N:16]3[C:20]4[CH:21]=[CH:22][C:23]([NH2:25])=[CH:24][C:19]=4[N:18]=[CH:17]3)[CH:13]=[CH:12][N:11]=2)[CH3:8])[CH:6]=[CH:5][CH:4]=[CH:3][CH:2]=1.[CH:26](OCC)(OCC)OCC.[N-:36]=[N+:37]=[N-:38].[Na+]>C(O)(=O)C>[C:1]1([C@@H:7]([NH:9][C:10]2[N:15]=[C:14]([N:16]3[C:20]4[CH:21]=[CH:22][C:23]([N:25]5[CH:26]=[N:38][N:37]=[N:36]5)=[CH:24][C:19]=4[N:18]=[CH:17]3)[CH:13]=[CH:12][N:11]=2)[CH3:8])[CH:2]=[CH:3][CH:4]=[CH:5][CH:6]=1 |f:2.3|. Procedure details: To a solution of 2-[(S)-1-phenylethylamino]-4-[5-aminobenzimidazol-1-yl]pyrimidine (EXAMPLE 79) (80 mg) in acetic acid (2 mL) was added triethyl orthoformate (123 μL). The reaction was stirred at room temperature for 1 h, at 75° C. for 2 h, and then at room temperature again overnight (≈14 h). NaN3 (47 mg, 3 eq.) was added; the reaction was stirred at 75° C. for 5 h. The reaction was cooled, quenched with water, extracted with methylene chloride. The organic solution was washed with water and br... Starting materials: NC=1SC=C(N1)/C(/C(=O)O)=N/OC (2-(2-aminothiazol-4-yl)-2-(Z)-methoxyiminoacetic acid), C(C)(C)N(C(C)C)CC (N,N-diisopropylethylamine), 0.5h, N[C@H]1[C@@H]2N(C(=C(CS2)[C@H]2O[C@H](CC2)C(=O)OC)C(=O)OCC2=CC=C(C=C2)OC)C1=O (4-methoxybenzyl (6R,7R)-7-amino-3-[(2S,5R)-5-methoxycarbonyltetrahydrofuran-2-yl]ceph-3-em-4-carboxylate), CS(=O)(=O)Cl (methanesulphonyl chloride), 1h. Run in CN(C=O)C (dimethylformamide), N1=CC=CC=C1 (pyridine), CN(C=O)C (dimethylformamide). Reaction conditions: time 0.5 hour. Yields the product COC(=O)[C@H]1CC[C@H](O1)C=1CS[C@H]2N(C1C(=O)OCC1=CC=C(C=C1)OC)C([C@H]2NC(\C(=N/OC)\C=2N=C(SC2)N)=O)=O (4-Methoxybenzyl (6R,7R)-3-[(2S,5R)-5-methoxycarbonyltetrahydrofuran-2-yl]-7-[2-(2-aminothiazol-4-yl)-2-(Z)-methoxyiminoacetamido]ceph-3-em-4-carboxylate). The yield is 53.7%. As a reaction SMILES: [NH2:1][C:2]1[S:3][CH:4]=[C:5](/[C:7](=[N:11]/[O:12][CH3:13])/[C:8]([OH:10])=O)[N:6]=1.C(N(CC)C(C)C)(C)C.CS(Cl)(=O)=O.[NH2:28][C@@H:29]1[C:57](=[O:58])[N:31]2[C:32]([C:45]([O:47][CH2:48][C:49]3[CH:54]=[CH:53][C:52]([O:55][CH3:56])=[CH:51][CH:50]=3)=[O:46])=[C:33]([C@@H:36]3[CH2:40][CH2:39][C@H:38]([C:41]([O:43][CH3:44])=[O:42])[O:37]3)[CH2:34][S:35][C@H:30]12>CN(C)C=O.N1C=CC=CC=1>[CH3:44][O:43][C:41]([C@@H:38]1[O:37][C@H:36]([C:33]2[CH2:34][S:35][C@@H:30]3[C@H:29]([NH:28][C:8](=[O:10])/[C:7](/[C:5]4[N:6]=[C:2]([NH2:1])[S:3][CH:4]=4)=[N:11]\[O:12][CH3:13])[C:57](=[O:58])[N:31]3[C:32]=2[C:45]([O:47][CH2:48][C:49]2[CH:50]=[CH:51][C:52]([O:55][CH3:56])=[CH:53][CH:54]=2)=[O:46])[CH2:40][CH2:39]1)=[O:42]. Procedure details: A stirred solution of 2-(2-aminothiazol-4-yl)-2-(Z)-methoxyiminoacetic acid (20.1mg) and N,N-diisopropylethylamine (0.0176ml) in dimethylformamide (0.3ml) was cooled to -55 to -60° C. and methanesulphonyl chloride (0.0081ml) was added. The mixture was stirred at the same temperature for 0.5h and then a solution of 4-methoxybenzyl (6R,7R)-7-amino-3-[(2S,5R)-5-methoxycarbonyltetrahydrofuran-2-yl]ceph-3-em-4-carboxylate (41mg) in dimethylformamide (0.3ml) was added followed by pyridine (0.0073ml). ... Starting materials: NC=1SC=C(N1)/C(/C(=O)OCC)=N/OCCBr (ethyl 2-(2-amino-4-thiazolyl)-2-[(Z)-(2-bromoethoxy)imino]-acetate), N1C=NC=C1 (imidazole). Solvent: C(C)#N (acetonitrile). Reaction conditions: time 1.5 hour. The product is NC=1SC=C(N1)/C(/C(=O)O)=N/OCCN1C=NC=C1 (2-(2-amino-4-thiazolyl)-2-[(Z)-(2-imidazol-1-yl-ethoxy)imino]-acetic acid). The yield is 93.9%. Reaction SMILES: [NH2:1][C:2]1[S:3][CH:4]=[C:5](/[C:7](=[N:13]/[O:14][CH2:15][CH2:16]Br)/[C:8]([O:10]CC)=[O:9])[N:6]=1.[NH:18]1[CH:22]=[CH:21][N:20]=[CH:19]1>C(#N)C>[NH2:1][C:2]1[S:3][CH:4]=[C:5](/[C:7](=[N:13]/[O:14][CH2:15][CH2:16][N:18]2[CH:22]=[CH:21][N:20]=[CH:19]2)/[C:8]([OH:10])=[O:9])[N:6]=1. Procedure: 16.1 g of ethyl 2-(2-amino-4-thiazolyl)-2-[(Z)-(2-bromoethoxy)imino]-acetate and 17 g of imidazole are boiled under reflux for 4 hours in 160 ml of acetonitrile. The mixture is evaporated to dryness under reduced pressure, the residue is taken up in 150 ml of water, 25 ml of aqueous 3N sodium hydroxide solution and 100 ml of ethyl acetate and the aqueous phase is extracted twice with 100 ml of ethyl acetate each time. The organic phase are combined, washed with a small amount of water and evapor... Reactants: CN1CCCC1=O, O=[N+]([O-])c1ccc(Cl)nc1, [H-], [Na+], O, Oc1ccc2[nH]ccc2c1. The product is c1ccc2[nH]ccc2c1. As a reaction SMILES: [CH3:24][N:25]1[CH2:26][CH2:27][CH2:28][C:29]1=[O:30].[Cl:13][c:14]1[cH:15][cH:16][c:17]([N+:18]([O-:19])=[O:20])[cH:21][n:22]1.[H-:2].[Na+:1].[OH2:23].[OH:3][c:4]1[cH:5][c:6]2[cH:7][cH:8][nH:9][c:10]2[cH:11][cH:12]1>>[cH:4]1[cH:5][c:6]2[cH:7][cH:8][nH:9][c:10]2[cH:11][cH:12]1.